From a dataset of the Open Reaction Database (ORD), a public repository of structured organic reaction records. describe an organic reaction: reactants, conditions, products, and yield Reactants: CC(C)(C)OC(=O)C(C)(C)Sc1nc(CCOc2ccc(-c3cccc(F)c3)cc2)cs1, ClCCl, O=C(O)C(F)(F)F. The product is CC(C)(Sc1nc(CCOc2ccc(-c3cccc(F)c3)cc2)cs1)C(=O)O. As a reaction SMILES: [C:1]([CH3:2])([CH3:3])([CH3:4])[O:5][C:6]([C:7]([CH3:8])([CH3:9])[S:10][c:11]1[s:12][cH:13][c:14]([CH2:16][CH2:17][O:18][c:19]2[cH:20][cH:21][c:22](-[c:25]3[cH:26][c:27]([F:31])[cH:28][cH:29][cH:30]3)[cH:23][cH:24]2)[n:15]1)=[O:32].[Cl:40][CH2:41][Cl:42].[OH:33][C:34]([C:35]([F:36])([F:37])[F:38])=[O:39]>>[O:5]=[C:6]([C:7]([CH3:8])([CH3:9])[S:10][c:11]1[s:12][cH:13][c:14]([CH2:16][CH2:17][O:18][c:19]2[cH:20][cH:21][c:22](-[c:25]3[cH:26][c:27]([F:31])[cH:28][cH:29][cH:30]3)[cH:23][cH:24]2)[n:15]1)[OH:32]. Starting materials: BrC1=CC=C(S1)C1=CC(=NN1)C(F)(F)F (5-(5-bromothiophen-2-yl)-3-(trifluoromethyl)-1H-pyrazole), ClC=1SC(=CC1)CCl (2-chloro-5-(chloromethyl)thiophene), C(=O)([O-])[O-].[K+].[K+] (K2CO3). Run in CN(C)C=O (DMF). Conditions: temperature 85 celsius. Yields the product FC(C1=NNC=C1)(F)F (3-(trifluoromethyl)-1H-pyrazole). Yield: 93.9%. RXN SMILES: BrC1SC([C:7]2[NH:11][N:10]=[C:9]([C:12]([F:15])([F:14])[F:13])[CH:8]=2)=CC=1.ClC1SC(CCl)=CC=1.C([O-])([O-])=O.[K+].[K+]>CN(C=O)C>[F:13][C:12]([F:15])([F:14])[C:9]1[CH:8]=[CH:7][NH:11][N:10]=1 |f:2.3.4|. Procedure details: 5-(5-bromothiophen-2-yl)-3-(trifluoromethyl)-1H-pyrazole (3.23 g, 10.88 mmol), prepared in a manner similar to that described in Example 1b, was dissolved in anhydrous DMF (40 mL). To this solution was added 2-chloro-5-(chloromethyl)thiophene (2.0 g, 11.97 mmol) and K2CO3 (2.25 g, 16.32 mmol). The reaction mixture was heated at 85° C. under nitrogen atmosphere for overnight. The solvent was evaporated and the resulting residue was taken into ethyl acetate. The reaction mixture was washed with wa... Reactants: N(=NC(=O)OCC)C(=O)OCC (Diethyl azodicarboxylate), C1(=CC=C(C=C1)S(=O)(=O)OCC(C)O)C ((p-toluenesulphonyloxy)propan-2-ol), C1(=CC=CC=C1)P(C1=CC=CC=C1)C1=CC=CC=C1 (triphenylphosphine), IC1=C(C=CC(=C1)OC(F)(F)F)O (2-iodo-4-trifluoromethoxyphenol). Reaction conditions: time 2 hour. Product: IC1=C(C=CC(=C1)OC(F)(F)F)OC(COS(=O)(=O)C1=CC=C(C=C1)C)C (2-(2-Iodo-4-trifluoromethoxyphenyloxy)-1-(p-toluenesulphonyloxy)propane). Isolated yield 109.8%. RXN SMILES: N(C(OCC)=O)=NC(OCC)=O.[C:13]1([CH3:27])[CH:18]=[CH:17][C:16]([S:19]([O:22][CH2:23][CH:24]([OH:26])[CH3:25])(=[O:21])=[O:20])=[CH:15][CH:14]=1.C1(P(C2C=CC=CC=2)C2C=CC=CC=2)C=CC=CC=1.[I:47][C:48]1[CH:53]=[C:52]([O:54][C:55]([F:58])([F:57])[F:56])[CH:51]=[CH:50][C:49]=1O>>[I:47][C:48]1[CH:53]=[C:52]([O:54][C:55]([F:56])([F:57])[F:58])[CH:51]=[CH:50][C:49]=1[O:26][CH:24]([CH3:25])[CH2:23][O:22][S:19]([C:16]1[CH:15]=[CH:14][C:13]([CH3:27])=[CH:18][CH:17]=1)(=[O:20])=[O:21]. Procedure details: Diethyl azodicarboxylate (5 ml, 31.8 mmol) was added dropwise to a stirred solution of (p-toluenesulphonyloxy)propan-2-ol (Description 19; 7.6 g, 33 mmol), triphenylphosphine (9.0 g, 34 mmol) and 2-iodo-4-trifluoromethoxyphenol (10 ml, 33 mmol) at room temperature. The reaction mixture was stirred at room temperature for 2 hours and concentrated in vacuo. The residue was purified by chromatography on silica gel (iso-hexane:ethyl acetate) to give the title compound (18.7 g). Reactants: CC1=C(N(C2=C1C=C(C=C2)O)CC3=CC=C(C=C3)OCCN4CCCCCC4)C5=CC=C(C=C5)O.Cl (Bazedoxifene hydrochloride). Solvent: CS(=O)C (dimethylsulfoxide). Conditions: temperature 65 celsius, time 18 hour. Product: CC=1C=2C=C(C=CC2N(C1C=3C=CC(=CC3)O)CC=4C=CC(=CC4)OCCN5CCCCCC5)O (bazedoxifene). Isolated yield 86.2%. As a reaction SMILES: [CH3:1][C:2]1[C:6]2[CH:7]=[C:8]([OH:11])[CH:9]=[CH:10][C:5]=2[N:4]([CH2:12][C:13]2[CH:18]=[CH:17][C:16]([O:19][CH2:20][CH2:21][N:22]3[CH2:28][CH2:27][CH2:26][CH2:25][CH2:24][CH2:23]3)=[CH:15][CH:14]=2)[C:3]=1[C:29]1[CH:34]=[CH:33][C:32]([OH:35])=[CH:31][CH:30]=1.Cl>CS(C)=O>[CH3:1][C:2]1[C:6]2[CH:7]=[C:8]([OH:11])[CH:9]=[CH:10][C:5]=2[N:4]([CH2:12][C:13]2[CH:14]=[CH:15][C:16]([O:19][CH2:20][CH2:21][N:22]3[CH2:23][CH2:24][CH2:25][CH2:26][CH2:27][CH2:28]3)=[CH:17][CH:18]=2)[C:3]=1[C:29]1[CH:34]=[CH:33][C:32]([OH:35])=[CH:31][CH:30]=1 |f:0.1|. Reported procedure: Bazedoxifene hydrochloride (1 g) and dimethylsulfoxide (10 mL) are mixed and heated to 60-70° C. to produce a clear solution, followed by filtration. To the filtrate, toluene (50 mL), morpholine (1 mL), and water (30 mL) are added and the mixture is stirred at room temperature for 12-24 hours. The solid so formed is collected by filtration, washed with toluene (5 mL), water (5 mL) and dried under vacuum below 80° C. for about 7 hours to afford 800 mg of crystalline bazedoxifene free base Form A. The reactants are CC(=O)Oc1cccc(C(=O)c2c[nH]c3ncc(Br)cc23)c1C, O=C([O-])[O-], Cl, [K+], [K+], O. Product: Cc1c(O)cccc1C(=O)c1c[nH]c2ncc(Br)cc12. As a reaction SMILES: [Br:1][c:2]1[cH:3][c:4]2[c:5]([n:6][cH:7]1)[nH:8][cH:9][c:10]2[C:11](=[O:12])[c:13]1[c:14]([CH3:23])[c:15]([O:19][C:20](=[O:21])[CH3:22])[cH:16][cH:17][cH:18]1.[C:25](=[O:26])([O-:27])[O-:28].[ClH:31].[K+:29].[K+:30].[OH2:24]>>[Br:1][c:2]1[cH:3][c:4]2[c:5]([n:6][cH:7]1)[nH:8][cH:9][c:10]2[C:11](=[O:12])[c:13]1[c:14]([CH3:23])[c:15]([OH:19])[cH:16][cH:17][cH:18]1. Starting materials: C(C)(=O)NC1=CC2=C(OC3=C(O2)C=CC(=C3)NC(C)=O)C=C1 (2,7-bis(acetylamino)dibenzodioxin), IC=1C=NC=CC1 (3-iodopyridine), C([O-])([O-])=O.[K+].[K+] (potassium carbonate), N1=CC=CC2=CC=CC=C12 (quinoline). Reagents/catalysts: [Cu]I (copper (I) iodide). Run in O (water), C(Cl)Cl (methylene chloride). Reaction conditions: temperature 170 celsius, time 48 hour. Yields the product N1=CC(=CC=C1)CC(=O)NC1=CC2=C(OC3=C(O2)C=CC(=C3)NC(CC=3C=NC=CC3)=O)C=C1 (2,7-bis(N-3-pyridylacetylamino)dibenzodioxin). As a reaction SMILES: [C:1]([NH:4][C:5]1[CH:22]=[CH:21][C:8]2[O:9][C:10]3[CH:16]=[C:15]([NH:17][C:18](=[O:20])[CH3:19])[CH:14]=[CH:13][C:11]=3[O:12][C:7]=2[CH:6]=1)(=[O:3])[CH3:2].I[C:24]1[CH:25]=[N:26][CH:27]=[CH:28][CH:29]=1.C(=O)([O-])[O-].[K+].[K+].[N:36]1[C:45]2[C:40](=CC=CC=2)[CH:39]=[CH:38][CH:37]=1>[Cu]I.O.C(Cl)Cl>[N:26]1[CH:27]=[CH:28][CH:29]=[C:24]([CH2:19][C:18]([NH:17][C:15]2[CH:14]=[CH:13][C:11]3[O:12][C:7]4[CH:6]=[C:5]([NH:4][C:1](=[O:3])[CH2:2][C:38]5[CH:37]=[N:36][CH:45]=[CH:40][CH:39]=5)[CH:22]=[CH:21][C:8]=4[O:9][C:10]=3[CH:16]=2)=[O:20])[CH:25]=1 |f:2.3.4|. Reported procedure: A slurry prepared from 7.0 g (0.023 mole) of 2,7-bis(acetylamino)dibenzodioxin, 12.0 g (0.059 mole) of 3-iodopyridine, 9.8 g (0.051 mole) of copper (I) iodide, 12.9 g (0.093 mole) of potassium carbonate, and 230 ml of quinoline was heated with stirring at 170° C. for 48 hours. The reaction mixture was cooled to room temperature, 100 ml of methylene chloride and 100 ml of water were added, and a precipitate was separated by filtration. To the filtrate was added 100 ml of water and the organic lay... Isolated yield 29.0%. The reactants are S(C=1C=CC(=CC1)C=2C=CC=CC2)C. Run in C=1C=C(C=CC1C)C. Reagents/catalysts: N=1C=CC(=CC1C=2N=CC=C(C2)C)C, O1B(OC(C)(C)C1(C)C)B2OC(C)(C)C(O2)(C)C, C[OH2+].C[OH2+].C1CC=CCCC=C1.C1CC=CCCC=C1.[Ir].[Ir]. Procedure details: dtbpy: A mixture of meta- and para-borylated products (135 mg, 83% yield, meta/para = 1.9); meta- and para-Isomers (5g+5gʹ) were obtained by further purification by GPC (119 mg, 73% yield), white solid (mp. 112-114 oC) The product is O1B(OC(C)(C)C1(C)C)C=2C=CC=C(C2)C=3C=CC(SC)=CC3, O1B(OC(C)(C)C1(C)C)C2=CC=C(C=C2)C=3C=CC(SC)=CC3. Reaction conditions: temperature 55 celsius, time 24 hour.